Dataset: the Open Reaction Database (ORD), a public repository of structured organic reaction records. Task: describe an organic reaction: reactants, conditions, products, and yield Starting materials: C1CCOC1, CS(=O)(=O)c1ccccc1-n1ncc2c(O)ncnc21, [H-], [Na+], Cc1ccc(NC(=O)C(O)COC(C)C)nc1, O=P(Cl)(Cl)Cl. As a reaction SMILES: [CH2:45]1[O:46][CH2:47][CH2:48][CH2:49]1.[CH3:6][S:7](=[O:8])(=[O:9])[c:10]1[c:11](-[n:16]2[n:17][cH:18][c:19]3[c:20]2[n:21][cH:22][n:23][c:24]3[OH:25])[cH:12][cH:13][cH:14][cH:15]1.[H-:26].[Na+:27].[OH:28][CH:29]([C:30](=[O:31])[NH:32][c:33]1[n:34][cH:35][c:36]([CH3:39])[cH:37][cH:38]1)[CH2:40][O:41][CH:42]([CH3:43])[CH3:44].[P:1]([Cl:2])([Cl:3])([Cl:4])=[O:5]>>[CH3:6][S:7](=[O:8])(=[O:9])[c:10]1[c:11](-[n:16]2[n:17][cH:18][c:19]3[c:20]2[n:21][cH:22][n:23][c:24]3[O:25][CH:29]([C:30](=[O:31])[NH:32][c:33]2[n:34][cH:35][c:36]([CH3:39])[cH:37][cH:38]2)[CH2:40][O:41][CH:42]([CH3:43])[CH3:44])[cH:12][cH:13][cH:14][cH:15]1. Yields the product Cc1ccc(NC(=O)C(COC(C)C)Oc2ncnc3c2cnn3-c2ccccc2S(C)(=O)=O)nc1. The reactants are C=C(C)CBr, C1CCOC1, COC(=O)C1CC(=O)N(c2c(C)cccc2C)C1, C[Si](C)(C)[N-][Si](C)(C)C, [Cl-], [Li+], [NH4+]. The product is C=C(C)CC1(C(=O)OC)CC(=O)N(c2c(C)cccc2C)C1. RXN SMILES: [Br:29][CH2:30][C:31](=[CH2:32])[CH3:33].[CH2:36]1[O:37][CH2:38][CH2:39][CH2:40]1.[CH3:11][O:12][C:13](=[O:14])[CH:15]1[CH2:16][N:17]([c:21]2[c:22]([CH3:28])[cH:23][cH:24][cH:25][c:26]2[CH3:27])[C:18](=[O:20])[CH2:19]1.[CH3:2][Si:3]([N-:4][Si:5]([CH3:6])([CH3:7])[CH3:8])([CH3:9])[CH3:10].[Cl-:34].[Li+:1].[NH4+:35]>>[CH3:11][O:12][C:13](=[O:14])[C:15]1([CH2:32][C:31](=[CH2:30])[CH3:33])[CH2:16][N:17]([c:21]2[c:22]([CH3:28])[cH:23][cH:24][cH:25][c:26]2[CH3:27])[C:18](=[O:20])[CH2:19]1.